From a dataset of the Open Reaction Database (ORD), a public repository of structured organic reaction records. describe an organic reaction: reactants, conditions, products, and yield Starting materials: C(C)(C)[N-]C(C)C.[Li+] (lithium diisopropylamide), C12CCCC2C(CC1)=O (bicyclo[3,3,0]octan-6-one), C(C)(=O)O (acetic acid), COC(=O)CCCC=O (4-methoxycarbonylbutanal). Run in C(C)OCC (diethyl ether), C(C)(=O)OCC (ethyl acetate), C(C)OCC (diethyl ether), C(C)OCC (diethyl ether), C(C)(=O)OCC (ethyl acetate), CCCCCC (hexane). Run at temperature -78 celsius, time 10 minute. Yields the product COC(=O)CCC\C=C/1\C(C2CCCC2C1)=O (3-[(E)-4-methoxycarbonylbutylidene]-bicyclo[3,3,0]octan-2-one). Isolated yield 24.5%. RXN SMILES: [CH:1]12[CH2:8][CH2:7][C:6](=[O:9])[CH:5]1[CH2:4][CH2:3][CH2:2]2.C([N-]C(C)C)(C)C.[Li+].[CH3:18][O:19][C:20]([CH2:22][CH2:23][CH2:24][CH:25]=O)=[O:21].C(O)(=O)C>C(OCC)C.C(OCC)(=O)C.CCCCCC>[CH3:18][O:19][C:20]([CH2:22][CH2:23][CH2:24]/[CH:25]=[C:7]1/[C:6](=[O:9])[CH:5]2[CH:1]([CH2:8]/1)[CH2:2][CH2:3][CH2:4]2)=[O:21] |f:1.2|. Procedure: (E)-2-[(mixture of 3α and 3β)-tert-Butyldimethylsilyloxyoct-1-enyl]bicyclo[3,3,0]octan-6-one (290 mg), prepared as described in Reference Example 19 or 26 and predominantly in the 2β-configuration, was dissolved, with stirring, in anhydrous diethyl ether (5 ml) at -78° C. in an argon atmosphere, and the solution was then treated with a freshly prepared solution of lithium diisopropylamide in diethyl ether (1.1 ml; 0.9M) at -78° C. and the mixture was stirred at -78° C. for 10 minutes. The mixtur...